Dataset: the Open Reaction Database (ORD), a public repository of structured organic reaction records. Task: describe an organic reaction: reactants, conditions, products, and yield Reactants: CC1=CC(=C(C=C1C)N)N (4,5-Dimethyl-o-phenylenediamine), C(C(=O)C)(=O)OCC (ethyl pyruvate). Run in O1CCCC1 (tetrahydrofuran). Yields the product CC=1C(NC2=CC(=C(C=C2N1)C)C)=O (3,6,7-Trimethyl-2(1H)-quinoxalinone). As a reaction SMILES: [CH3:1][C:2]1[C:7]([CH3:8])=[CH:6][C:5]([NH2:9])=[C:4]([NH2:10])[CH:3]=1.[C:11](OCC)(=[O:15])[C:12]([CH3:14])=O>O1CCCC1>[CH3:14][C:12]1[C:11](=[O:15])[NH:9][C:5]2[C:4]([N:10]=1)=[CH:3][C:2]([CH3:1])=[C:7]([CH3:8])[CH:6]=2. Procedure: 4,5-Dimethyl-o-phenylenediamine (10.0 g., 0.073 mol.) was dissolved in tetrahydrofuran (200 ml.) and ethyl pyruvate (12.75 g., 0.11 mol.) added. The reaction mixture was stirred at room temperature for eighteen hours, during which time a white solid precipitated and was collected by filtration (13.35 g.). Recrystallization from methanol-chloroform gave fine white needles. (12.65 g., m.p. 306°-308°, 92%). RXN SMILES: [CH3:1][S:2][c:3]1[c:4]([CH2:5][Cl:6])[cH:7][cH:8][cH:9][cH:10]1.[CH3:27][CH2:28][OH:29].[N:11]1([C:17](=[S:18])[S:19][CH3:20])[CH2:12][CH2:13][NH:14][CH2:15][CH2:16]1.[Na+:21].[Na+:22].[O-:23][C:24](=[O:25])[O-:26]>>[CH3:1][S:2][c:3]1[c:4]([CH2:5][N:14]2[CH2:13][CH2:12][N:11]([C:17](=[S:18])[S:19][CH3:20])[CH2:16][CH2:15]2)[cH:7][cH:8][cH:9][cH:10]1. The product is CSC(=S)N1CCN(Cc2ccccc2SC)CC1. Starting materials: CSc1ccccc1CCl, CCO, CSC(=S)N1CCNCC1, [Na+], [Na+], O=C([O-])[O-].